This data is from the Open Reaction Database (ORD), a public repository of structured organic reaction records. The task is: describe an organic reaction: reactants, conditions, products, and yield The reactants are C(C1=CC=CC=C1)OC(=O)N[C@H](C(=O)OC(C)(C)C)CSC[C@@H](CO)O ((R)-tert-butyl 2-(benzyloxycarbonylamino)-3-((R)-2,3-dihydroxypropylthio)propanoate), C(CCCCCCCCC)N=C=O (Decyl isocyanate). The reagents and catalysts are CN(C)C=1C=CN=CC1 (DMAP). Run in C1=CC=CC=C1 (benzene). Run at temperature 40 celsius, time 8 hour. The product is C(C1=CC=CC=C1)OC(=O)N[C@H](C(=O)OC(C)(C)C)CSC[C@@H](COC(NCCCCCCCCCC)=O)OC(NCCCCCCCCCC)=O ((R)-tert-butyl 2-(benzyloxycarbonylamino)-3-((R)-2,3-bis(decylcarbamoyloxy)propylthio)propanoate). Reaction SMILES: [CH2:1]([O:8][C:9]([NH:11][C@@H:12]([CH2:20][S:21][CH2:22][C@H:23]([OH:26])[CH2:24][OH:25])[C:13]([O:15][C:16]([CH3:19])([CH3:18])[CH3:17])=[O:14])=[O:10])[C:2]1[CH:7]=[CH:6][CH:5]=[CH:4][CH:3]=1.[CH2:27]([N:37]=[C:38]=[O:39])[CH2:28][CH2:29][CH2:30][CH2:31][CH2:32][CH2:33][CH2:34][CH2:35][CH3:36]>C1C=CC=CC=1.CN(C1C=CN=CC=1)C>[CH2:1]([O:8][C:9]([NH:11][C@@H:12]([CH2:20][S:21][CH2:22][C@H:23]([O:26][C:38](=[O:39])[NH:37][CH2:27][CH2:28][CH2:29][CH2:30][CH2:31][CH2:32][CH2:33][CH2:34][CH2:35][CH3:36])[CH2:24][O:25][C:38](=[O:39])[NH:37][CH2:27][CH2:28][CH2:29][CH2:30][CH2:31][CH2:32][CH2:33][CH2:34][CH2:35][CH3:36])[C:13]([O:15][C:16]([CH3:17])([CH3:18])[CH3:19])=[O:14])=[O:10])[C:2]1[CH:3]=[CH:4][CH:5]=[CH:6][CH:7]=1. Procedure: A solution of (R)-tert-butyl 2-(benzyloxycarbonylamino)-3-((R)-2,3-dihydroxypropylthio)propanoate (13) was stirred in anhydrous benzene (0.1 M) under nitrogen at room temperature. Decyl isocyanate (2.02 eq) and DMAP (dimethylaminopyridine, 2.02 eq) were added and the resulting mixture heated to 40° C. and stirred overnight. The reaction mixture was concentrated to remove benzene then reconstituted in DCM and purified on a COMBIFLASH® system (ISCO) using a gradient of 0-50% EtOAc/Hex to give the ...